Task: describe an organic reaction: reactants, conditions, products, and yield. Dataset: the Open Reaction Database (ORD), a public repository of structured organic reaction records The reactants are NCCO, COc1cc(OC)c(OC)cc1C=O, O=C1CNC(=O)N1, O. Product: COc1cc(OC)c(OC)cc1C=C1NC(=O)NC1=O. Reaction SMILES: [CH2:22]([CH2:23][NH2:24])[OH:25].[CH3:1][O:2][c:3]1[c:4]([CH:5]=[O:6])[cH:7][c:8]([O:13][CH3:14])[c:9]([O:11][CH3:12])[cH:10]1.[O:15]=[C:16]1[CH2:17][NH:18][C:19](=[O:20])[NH:21]1.[OH2:26]>>[CH3:1][O:2][c:3]1[c:4]([CH:5]=[C:17]2[C:16](=[O:15])[NH:21][C:19](=[O:20])[NH:18]2)[cH:7][c:8]([O:13][CH3:14])[c:9]([O:11][CH3:12])[cH:10]1. Reactants: H3BO3, COC1=C(C=C(N)C=C1)C (4-methoxy-3-methylaniline), OS(=O)(=O)O (H2SO4), [N+](=O)([O-])C=1C=C(C=CC1)S(=O)(=O)O (m-nitrobenzenesulfonic acid). Solvent: OCC(O)CO (glycerin). Run at temperature 140 celsius, time 1 hour. Yields the product COC=1C=C2C=CC=NC2=CC1C (6-methoxy-7-methylquinoline). The yield is 77.2%. Reaction SMILES: [CH3:1][O:2][C:3]1[CH:9]=[CH:8][C:6]([NH2:7])=[CH:5][C:4]=1[CH3:10].OS(O)(=O)=O.[N+]([C:19]1[CH:20]=C(S(O)(=O)=O)C=C[CH:24]=1)([O-])=O>OCC(CO)O>[CH3:1][O:2][C:3]1[CH:9]=[C:8]2[C:6](=[CH:5][C:4]=1[CH3:10])[N:7]=[CH:20][CH:19]=[CH:24]2. Reported procedure: To 4-methoxy-3-methylaniline (6.7 g) was added concentrated H2SO4 (12.4 mL), followed by glycerin (21.1 g), m-nitrobenzenesulfonic acid (6.53 g), H3BO3 (3.4 g) and FeSO47H2O (3.2 g). The mixture was stirred at 140° C. for 1 h. The reaction was cooled to 25° C., quenched with ice-water and neutralized with 30% KOH. The mixture was extracted with DCM (2×), and the combined extracts dried with Na2SO4 and concentrated in vacuo. The crude product was purified by column chromatography (EtOAc) to give ... The reactants are CN(C)C=O, ClCCl, O=C(O)C=Cc1cccc(S(=O)(=O)Nc2ccccc2)c1. Yields the product O=C(Cl)C=Cc1cccc(S(=O)(=O)Nc2ccccc2)c1. As a reaction SMILES: [CH3:25][N:26]([CH3:27])[CH:28]=[O:29].[Cl:22][CH2:23][Cl:24].[c:1]1([NH:7][S:8](=[O:9])(=[O:10])[c:11]2[cH:12][c:13]([CH:17]=[CH:18][C:19](=[O:20])[OH:21])[cH:14][cH:15][cH:16]2)[cH:2][cH:3][cH:4][cH:5][cH:6]1>>[c:1]1([NH:7][S:8](=[O:9])(=[O:10])[c:11]2[cH:12][c:13]([CH:17]=[CH:18][C:19](=[O:21])[Cl:22])[cH:14][cH:15][cH:16]2)[cH:2][cH:3][cH:4][cH:5][cH:6]1. Reactants: CN(CCC1=CC2=C(C(N1)=O)C=CO2)C (6-[2-(dimethylamino)ethyl]furo[3,2-c]pyridin-4(5H)-one), P(=O)(Cl)(Cl)Cl (phosphorus oxychloride), [OH-].[Na+] (sodium hydroxide). Run at temperature 110 celsius. Yields the product ClC1=NC(=CC2=C1C=CO2)CCN(C)C (4-Chloro-6-[2-(dimethylamino)ethyl]furo[3,2-c]pyridine). The yield is 94.2%. RXN SMILES: [CH3:1][N:2]([CH3:15])[CH2:3][CH2:4][C:5]1[NH:10][C:9](=O)[C:8]2[CH:12]=[CH:13][O:14][C:7]=2[CH:6]=1.P(Cl)(Cl)([Cl:18])=O.[OH-].[Na+]>>[Cl:18][C:9]1[C:8]2[CH:12]=[CH:13][O:14][C:7]=2[CH:6]=[C:5]([CH2:4][CH2:3][N:2]([CH3:15])[CH3:1])[N:10]=1 |f:2.3|. Reported procedure: A mixture of 6-[2-(dimethylamino)ethyl]furo[3,2-c]pyridin-4(5H)-one (3.9 g, 18.9 mmole) and phosphorus oxychloride (5.0 g, 32.6 mmole) was heated, under an argon atmosphere, at 110° C. for 2.0 hours. The cooled blackish liquid was poured onto crushed ice and the solution made basic with sodium hydroxide solution. The alkaline mixture was extracted into methylene chloride (4×100 ml). The combined extracts were washed with water (1×25 ml), brine (2×25 ml) and dried (MgSO4). Solvent removal gave 4.... The reactants are C1(=CC=CC=2C3=CC=CC=C3CC12)[Li] (fluorenyllithium), BrCCBr (1,2-dibromoethane). Yields the product C1=CC=CC=2C3=CC=CC=C3C(C12)CCBr (1-(9-fluorenyl)-2-bromoethane). As a reaction SMILES: [C:1]1([Li])[C:13]2[CH2:12][C:11]3[C:6](=[CH:7][CH:8]=[CH:9][CH:10]=3)[C:5]=2[CH:4]=[CH:3][CH:2]=1.[Br:15][CH2:16][CH2:17]Br>>[CH:1]1[C:13]2[CH:12]([CH2:17][CH2:16][Br:15])[C:11]3[C:6](=[CH:7][CH:8]=[CH:9][CH:10]=3)[C:5]=2[CH:4]=[CH:3][CH:2]=1. Procedure: reacting fluorenyllithium with 1,2-dibromoethane to produce 1-(9-fluorenyl)-2-bromoethane, Reactants: CC(=CCCC(C)=O)C (6-Methyl-5-hepten-2-one), CC(=CCC(=O)O)CCC=C(C)C (4,8-dimethylnona-3,7-dienoic acid), [Cl-].C(=O)(O)CC[P+](C1=CC=CC=C1)(C1=CC=CC=C1)C1=CC=CC=C1 (β-carboxyethyltriphenylphosphonium chloride). Solvent: CS(=O)C (dimethylsulfoxide). The product is ester, CC(=CCC(=O)OC)CCC=C(C)C (methyl 4,8-dimethylnona-3,7-dienoate), CC(=CCC(=O)OCC)CCC=C(C)C (ethyl 4,8-dimethylnona-3,7-dienoate). As a reaction SMILES: [CH3:1]C(C)=CCCC(=O)C.[CH3:10][C:11]([CH2:17][CH2:18][CH:19]=[C:20]([CH3:22])[CH3:21])=[CH:12][CH2:13][C:14]([OH:16])=[O:15].[Cl-].[C:24]([CH2:27]C[P+](C1C=CC=CC=1)(C1C=CC=CC=1)C1C=CC=CC=1)(O)=O>CS(C)=O>[CH3:10][C:11]([CH2:17][CH2:18][CH:19]=[C:20]([CH3:22])[CH3:21])=[CH:12][CH2:13][C:14]([O:16][CH3:1])=[O:15].[CH3:10][C:11]([CH2:17][CH2:18][CH:19]=[C:20]([CH3:22])[CH3:21])=[CH:12][CH2:13][C:14]([O:16][CH2:24][CH3:27])=[O:15] |f:2.3|. Procedure details: 6-Methyl-5-hepten-2-one is converted into 4,8-dimethylnona-3,7-dienoic acid by reaction with β-carboxyethyltriphenylphosphonium chloride in dimethylsulfoxide using the method of H. S. Corey et al., J. Am. Chem. Soc. 86, 1884 (1964). The trans and cis isomer can be separated by chromatography at this point or a mixture of the two isomers employed in further reactions. The acid is then converted into the acid chloride using thionyl chloride at roomm temperature or slightly higher. The acid chlorid...